From a dataset of the Open Reaction Database (ORD), a public repository of structured organic reaction records. describe an organic reaction: reactants, conditions, products, and yield Starting materials: C1(=CC=CC=C1)CC(=O)C1=CC=NC=C1 (2-phenyl-1-(pyridin-4-yl)ethanone), C1(=CC=CC=C1)CC(=O)C1=CC=NC=C1 (2-phenyl-1-(pyridin-4-yl)ethanone), C(C)OC=1C=C(C=O)C=C(C1O)[N+](=O)[O-] (3-ethoxy-4-hydroxy-5-nitrobenzaldehyde), NC(=O)N (urea), Cl (HCl). Solvent: CCO (EtOH). Yields the product C(C)OC=1C=C(C=C(C1O)[N+](=O)[O-])C1NC(NC(=C1C1=CC=CC=C1)C1=CC=NC=C1)=O (4-(3-ethoxy-4-hydroxy-5-nitrophenyl)-5-phenyl-6-(pyridin-4-yl)-3,4-dihydropyrimidin-2(1H)-one). Isolated yield 45.6%. RXN SMILES: [C:1]1([CH2:7][C:8]([C:10]2[CH:15]=[CH:14][N:13]=[CH:12][CH:11]=2)=O)[CH:6]=[CH:5][CH:4]=[CH:3][CH:2]=1.[CH2:16]([O:18][C:19]1[CH:20]=[C:21]([CH:24]=[C:25]([N+:28]([O-:30])=[O:29])[C:26]=1[OH:27])[CH:22]=O)[CH3:17].[NH2:31][C:32]([NH2:34])=[O:33].Cl>CCO>[CH2:16]([O:18][C:19]1[CH:20]=[C:21]([CH:22]2[C:7]([C:1]3[CH:6]=[CH:5][CH:4]=[CH:3][CH:2]=3)=[C:8]([C:10]3[CH:15]=[CH:14][N:13]=[CH:12][CH:11]=3)[NH:34][C:32](=[O:33])[NH:31]2)[CH:24]=[C:25]([N+:28]([O-:30])=[O:29])[C:26]=1[OH:27])[CH3:17]. Reported procedure: A mixture of 2-phenyl-1-(pyridin-4-yl)ethanone (Intermediate 35) (60 mg, 0.30 mmol), 3-ethoxy-4-hydroxy-5-nitrobenzaldehyde (58 mg, 0.28 mmol), urea (50 mg, 0.83 mmol), and concentrated HCl solution (0.02 mL, 0.28 mmol) in EtOH (5 mL) was refluxed overnight. The mixture was evaporated in vacuo and purified by preparative HPLC to give Compound 71 (55.17 mg, yield 46%). 1H NMR (DMSO-d6 400 MHz): δ 10.29 (br, 1H), 8.92 (s, 1H), 8.53 (d, J=5.6 Hz, 2H), 7.61 (s, 1H), 7.41 (d, J=1.6 Hz, 1H), 7.35 (d, ... Starting materials: COCCN (2-methoxyethylamine), C(CCC)NCC1=CC(=C(OCC(=O)OCC)C=C1)C (Ethyl {4-[(butylamino)methyl]-2-methylphenoxy}acetate). Yields the product COCCNCC1=CC(=C(OCC(=O)OCC)C=C1)C (Ethyl (4-{[(2-methoxyethyl)amino]methyl}-2-methyl phenoxy)acetate). RXN SMILES: [CH3:1][O:2][CH2:3][CH2:4][NH2:5].C(N[CH2:11][C:12]1[CH:24]=[CH:23][C:15]([O:16][CH2:17][C:18]([O:20][CH2:21][CH3:22])=[O:19])=[C:14]([CH3:25])[CH:13]=1)CCC>>[CH3:1][O:2][CH2:3][CH2:4][NH:5][CH2:11][C:12]1[CH:24]=[CH:23][C:15]([O:16][CH2:17][C:18]([O:20][CH2:21][CH3:22])=[O:19])=[C:14]([CH3:25])[CH:13]=1. Procedure details: Prepared using 2-methoxyethylamine (1.4 mL, 16.2 mmol) and the synthetic procedure described for Intermediate 7. Purification of the crude product by SCX SPE (5×10 g) loading and washing with EtOH and then eluting product with 5% NH3 in EtOH, and removal of the solvent in vacuo yielded the title compound as a brown oil (1.8 g). The reactants are [BH4-], CCB(CC)CC, CCCC[Sn](C=CC(O)CC(=O)CC(=O)OC)(CCCC)CCCC, CO, [Na+], C1CCOC1, O, OO. Yields the product CCCC[Sn](C=CC(O)CC(O)CC(=O)OC)(CCCC)CCCC. Reaction SMILES: [BH4-:33].[CH2:26]([B:27]([CH2:28][CH3:29])[CH2:30][CH3:31])[CH3:32].[CH3:1][O:2][C:3]([CH2:4][C:5]([CH2:6][CH:7]([CH:8]=[CH:9][Sn:10]([CH2:11][CH2:12][CH2:13][CH3:14])([CH2:15][CH2:16][CH2:17][CH3:18])[CH2:19][CH2:20][CH2:21][CH3:22])[OH:23])=[O:24])=[O:25].[CH3:43][OH:44].[Na+:34].[O:37]1[CH2:38][CH2:39][CH2:40][CH2:41]1.[OH2:42].[OH:35][OH:36]>>[CH3:1][O:2][C:3]([CH2:4][CH:5]([CH2:6][CH:7]([CH:8]=[CH:9][Sn:10]([CH2:11][CH2:12][CH2:13][CH3:14])([CH2:15][CH2:16][CH2:17][CH3:18])[CH2:19][CH2:20][CH2:21][CH3:22])[OH:23])[OH:24])=[O:25]. The reactants are O=C1NC(=CC2=CC=C(C=C12)NC(=O)[C@@H]1OC(O[C@@H]1CBr)(C)C)C1=C(C=CC=C1)C(F)(F)F ((4R,5S)-5-bromomethyl-2,2-dimethyl-[1,3]dioxolan-4-carboxylic acid [1-oxo-3-(2-trifluoromethylphenyl)-1,2-dihydroisoquinolin-7-yl]amide), C([O-])([O-])=O.[K+].[K+] (potassium carbonate). Solvent: CN(C)C=O (DMF). Reaction conditions: time 2 hour. Product: CC1(O[C@@H]2[C@@H](CN(C2=O)C2=CC=C3C=C(NC(C3=C2)=O)C2=C(C=CC=C2)C(F)(F)F)O1)C (7-((3aR,6aR)-2,2-dimethyl-4-oxotetrahydro-[1,3]dioxolo[4,5-c]pyrrol-5-yl)-3-(2-trifluoromethylphenyl)-2H-isoquinolin-1-one). The yield is 25.2%. Reaction SMILES: [O:1]=[C:2]1[C:11]2[C:6](=[CH:7][CH:8]=[C:9]([NH:12][C:13]([C@H:15]3[C@@H:19]([CH2:20]Br)[O:18][C:17]([CH3:23])([CH3:22])[O:16]3)=[O:14])[CH:10]=2)[CH:5]=[C:4]([C:24]2[CH:29]=[CH:28][CH:27]=[CH:26][C:25]=2[C:30]([F:33])([F:32])[F:31])[NH:3]1.C(=O)([O-])[O-].[K+].[K+]>CN(C=O)C>[CH3:22][C:17]1([CH3:23])[O:18][C@@H:19]2[CH2:20][N:12]([C:9]3[CH:10]=[C:11]4[C:6]([CH:5]=[C:4]([C:24]5[CH:29]=[CH:28][CH:27]=[CH:26][C:25]=5[C:30]([F:33])([F:32])[F:31])[NH:3][C:2]4=[O:1])=[CH:7][CH:8]=3)[C:13](=[O:14])[C@@H:15]2[O:16]1 |f:1.2.3|. Procedure details: The (4R,5S)-5-bromomethyl-2,2-dimethyl-[1,3]dioxolan-4-carboxylic acid [1-oxo-3-(2-trifluoromethylphenyl)-1,2-dihydroisoquinolin-7-yl]amide (3.0 g, 5.71 mmol) obtained in step B was dissolved in anhydrous DMF (50 ml), and potassium carbonate (3.95 g, 28.6 mmol) was then added thereto. The obtained mixture was stirred at a room temperature for 2 hours. Thereafter, the solvent was distilled away. Water and ethyl acetate were added to the obtained residue. An organic layer was separated, and a wate... The solvent is O1CCOCC1 (dioxane). As a reaction SMILES: Cl[C:2]1[N:7]=[C:6]([C:8]2[CH:13]=[C:12]([Cl:14])[CH:11]=[CH:10][C:9]=2[F:15])[N:5]=[C:4]2[O:16][N:17]=[C:18]([CH3:19])[C:3]=12.[CH3:20][O:21][C:22](=[O:30])[C:23]1[C:28]([NH2:29])=[CH:27][CH:26]=[N:25][CH:24]=1.C(=O)([O-])[O-].[Cs+].[Cs+]>O1CCOCC1.C1C=CC(/C=C/C(/C=C/C2C=CC=CC=2)=O)=CC=1.C1C=CC(/C=C/C(/C=C/C2C=CC=CC=2)=O)=CC=1.C1C=CC(/C=C/C(/C=C/C2C=CC=CC=2)=O)=CC=1.[Pd].[Pd].C1C=CC(P(C2C(C3C(P(C4C=CC=CC=4)C4C=CC=CC=4)=CC=C4C=3C=CC=C4)=C3C(C=CC=C3)=CC=2)C2C=CC=CC=2)=CC=1>[CH3:20][O:21][C:22](=[O:30])[C:23]1[C:28]([NH:29][C:2]2[N:7]=[C:6]([C:8]3[CH:13]=[C:12]([Cl:14])[CH:11]=[CH:10][C:9]=3[F:15])[N:5]=[C:4]3[O:16][N:17]=[C:18]([CH3:19])[C:3]=23)=[CH:27][CH:26]=[N:25][CH:24]=1 |f:2.3.4,6.7.8.9.10|. Product: COC(C1=CN=CC=C1NC1=C2C(=NC(=N1)C1=C(C=CC(=C1)Cl)F)ON=C2C)=O (4-[6-(5-Chloro-2-fluoro-phenyl)-3-methyl-isoxazolo[5,4-d]pyrimidin-4-ylamino]-nicotinic acid methyl ester). Procedure: 4-Chloro-6-(5-chloro-2-fluoro-phenyl)-3-methyl-isoxazolo[5,4-d]pyrimidine (prepared by method used for compound of formula (43) (298 mg, 1 mmole) was dissolved in dioxane (4 ml), and BINAP (4.67 mg, 0.0075 mmole), 4-Amino-nicotinic acid methyl ester (182 mg, 1.2 mmole), cesium carbonate (456 mg, 1.4 mmole), and Pd2(dba)3 (2.29 mg, 0.0025 mmole) were added to the mixture and heated to 90° C. overnight. Dioxane was removed under vacuum and the residue was triturated with ethyl acetate (5 ml) and t... Reagents/catalysts: C=1C=CC(=CC1)/C=C/C(=O)/C=C/C2=CC=CC=C2.C=1C=CC(=CC1)/C=C/C(=O)/C=C/C2=CC=CC=C2.C=1C=CC(=CC1)/C=C/C(=O)/C=C/C2=CC=CC=C2.[Pd].[Pd] (Pd2(dba)3), C=1C=CC(=CC1)P(C=2C=CC=CC2)C3=CC=C4C=CC=CC4=C3C5=C6C=CC=CC6=CC=C5P(C=7C=CC=CC7)C=8C=CC=CC8 (BINAP). Conditions: temperature 90 celsius. Reactants: COC(C1=CN=CC=C1N)=O (4-Amino-nicotinic acid methyl ester), C([O-])([O-])=O.[Cs+].[Cs+] (cesium carbonate), ClC1=C2C(=NC(=N1)C1=C(C=CC(=C1)Cl)F)ON=C2C (4-Chloro-6-(5-chloro-2-fluoro-phenyl)-3-methyl-isoxazolo[5,4-d]pyrimidine), C([O-])([O-])=O.[Cs+].[Cs+] (cesium carbonate), ( 43 ). The reactants are Cc1ccccc1, CNC(=O)C(=O)c1ccccc1Oc1ccccc1, Cl, NO. Product: CNC(=O)C(=NO)c1ccccc1Oc1ccccc1. As a reaction SMILES: [CH3:23][c:24]1[cH:25][cH:26][cH:27][cH:28][cH:29]1.[CH3:3][NH:4][C:5]([C:6](=[O:7])[c:8]1[c:9]([O:14][c:15]2[cH:16][cH:17][cH:18][cH:19][cH:20]2)[cH:10][cH:11][cH:12][cH:13]1)=[O:21].[ClH:22].[NH2:1][OH:2]>>[N:1]([OH:2])=[C:6]([C:5]([NH:4][CH3:3])=[O:21])[c:8]1[c:9]([O:14][c:15]2[cH:16][cH:17][cH:18][cH:19][cH:20]2)[cH:10][cH:11][cH:12][cH:13]1. Reactants: CC1=CC=C(C(=O)C2=CC=CC=C2)C=C1 (4-methylbenzophenone). The reagents and catalysts are C(C)(=O)O (acetic acid). The solvent is C(C)(C)O (isopropyl alcohol). Yields the product CC1=CC=C(C=C1)C(C(O)(C1=CC=CC=C1)C1=CC=C(C=C1)C)(O)C1=CC=CC=C1 (1,2-bis(p-methylphenyl)-1,2-diphenyl-1,2-ethanediol). Yield: 98.7%. Reaction SMILES: [CH3:1][C:2]1[CH:15]=[CH:14][C:5]([C:6]([C:8]2[CH:13]=[CH:12][CH:11]=[CH:10][CH:9]=2)=[O:7])=[CH:4][CH:3]=1>C(O)(=O)C.C(O)(C)C>[CH3:1][C:2]1[CH:15]=[CH:14][C:5]([C:6]([C:8]2[CH:13]=[CH:12][CH:11]=[CH:10][CH:9]=2)([OH:7])[C:6]([C:5]2[CH:14]=[CH:15][C:2]([CH3:1])=[CH:3][CH:4]=2)([C:8]2[CH:13]=[CH:12][CH:11]=[CH:10][CH:9]=2)[OH:7])=[CH:4][CH:3]=1. Procedure details: 0.04 g of acetic acid was added to 35.98 g of isopropyl alcohol, and 4.02 g of 4-methylbenzophenone was dissolved therein. To this solution, ultraviolet rays were irradiated by a high pressure mercury lamp (UVL-100HA, manufactured by Riko Kagaku Sangyo K.K.) to carry out the reaction for 4 hours. After the reaction, the solvent was distilled off to obtain 3.99 g of 1,2-bis(p-methylphenyl)-1,2-diphenyl-1,2-ethanediol (compound (C1)). The product is C(C1=CC=CC=C1)(=O)N1[C@@H](CSC12CCC(CC2)OC2=CC=C(C=C2)C(=O)O)C(=O)O ((3R)-4-benzoyl-8-(4-carboxyphenoxy)-1-thia-4-azaspiro[4.5]-decane-3-carboxylic acid). Procedure details: In 4 ml of methanol was suspended 0.40 g of (3R)-4-benzoyl-8-[4-(methoxycarbonyl)phenoxy]-1-thia-4-azaspiro[4.5]decane-3-carboxylic acid. After adding thereto 4.40 ml of 1 mol/L aqueous solution of sodium hydroxide at 0-5° C., the resulting mixture was stirred at ambient temperature for 6 hours. The reaction mixture was poured into ice water, pH was adjusted to 2.0 with 2 mol/L hydrochloric acid, and then the product was extracted with ethyl acetate. The organic layer was washed successively wit... Yield: 77.4%. The reactants are C(C1=CC=CC=C1)(=O)N1[C@@H](CSC12CCC(CC2)OC2=CC=C(C=C2)C(=O)OC)C(=O)O ((3R)-4-benzoyl-8-[4-(methoxycarbonyl)phenoxy]-1-thia-4-azaspiro[4.5]decane-3-carboxylic acid), ice water, aqueous solution, [OH-].[Na+] (sodium hydroxide), Cl (hydrochloric acid). The solvent is CO (methanol). RXN SMILES: [C:1]([N:9]1[C:13]2([CH2:18][CH2:17][CH:16]([O:19][C:20]3[CH:25]=[CH:24][C:23]([C:26]([O:28]C)=[O:27])=[CH:22][CH:21]=3)[CH2:15][CH2:14]2)[S:12][CH2:11][C@H:10]1[C:30]([OH:32])=[O:31])(=[O:8])[C:2]1[CH:7]=[CH:6][CH:5]=[CH:4][CH:3]=1.[OH-].[Na+].Cl>CO>[C:1]([N:9]1[C:13]2([CH2:14][CH2:15][CH:16]([O:19][C:20]3[CH:21]=[CH:22][C:23]([C:26]([OH:28])=[O:27])=[CH:24][CH:25]=3)[CH2:17][CH2:18]2)[S:12][CH2:11][C@H:10]1[C:30]([OH:32])=[O:31])(=[O:8])[C:2]1[CH:3]=[CH:4][CH:5]=[CH:6][CH:7]=1 |f:1.2|. The reactants are C1(CCCCC1)NC1=C(C=C(C(=O)OC)C=C1)[N+](=O)[O-] (Methyl 4-(cyclohexylamino)-3-nitrobenzoate). The reagents and catalysts are [Pd] (palladium on carbon). Run in CO (methanol), C(C)(=O)OCC (ethyl acetate). Product: NC=1C=C(C(=O)OC)C=CC1NC1CCCCC1 (Methyl 3-amino-4-(cyclohexylamino)benzoate), crude grey-brown oil. Isolated yield 100.0%. RXN SMILES: [CH:1]1([NH:7][C:8]2[CH:17]=[CH:16][C:11]([C:12]([O:14][CH3:15])=[O:13])=[CH:10][C:9]=2[N+:18]([O-])=O)[CH2:6][CH2:5][CH2:4][CH2:3][CH2:2]1>CO.C(OCC)(=O)C.[Pd]>[NH2:18][C:9]1[CH:10]=[C:11]([CH:16]=[CH:17][C:8]=1[NH:7][CH:1]1[CH2:6][CH2:5][CH2:4][CH2:3][CH2:2]1)[C:12]([O:14][CH3:15])=[O:13]. Reported procedure: A solution of compound 45 (2.03 g, 7.29 mmol) in a mixture of methanol (25 mL) and ethyl acetate (25 mL) was hydrogenated over 10% palladium on carbon (0.20 g) at 25 psi for 15 h. The reaction mixture was filtered and concentrated to afford compound 46 as a crude grey-brown oil (1.99 g, 100%). ESI-MS m/e 249.3 (M+1). Starting materials: BrC=1C=C(C(=NC1)OCC)[N+](=O)[O-] (5-bromo-2-ethoxy-3-nitropyridine), [Sn](Cl)Cl (tin(II) chloride), S(=O)(=O)([O-])[O-].[Na+].[Na+] (Sodium sulfate), [OH-].[Na+] (sodium hydroxide). Run in C(C)(=O)OCC (ethyl acetate). The product is BrC=1C=C(C(=NC1)OCC)N (5-bromo-2-ethoxypyridin-3-amine). Yield: 82.2%. As a reaction SMILES: [Br:1][C:2]1[CH:3]=[C:4]([N+:11]([O-])=O)[C:5]([O:8][CH2:9][CH3:10])=[N:6][CH:7]=1.[Sn](Cl)Cl.[OH-].[Na+].S([O-])([O-])(=O)=O.[Na+].[Na+]>C(OCC)(=O)C>[Br:1][C:2]1[CH:3]=[C:4]([NH2:11])[C:5]([O:8][CH2:9][CH3:10])=[N:6][CH:7]=1 |f:2.3,4.5.6|. Reported procedure: To a solution of 5-bromo-2-ethoxy-3-nitropyridine (75.2 mg, 0.304 mmol) in ethyl acetate (3 mL) was added tin(II) chloride (289 mg, 1.52 mmol), and the mixture was heated to reflux for 2 h. After cooling to rt, 50% aqueous sodium hydroxide was added dropwise until a sticky brown solid completely formed. Sodium sulfate was then added, and the mixture was stirred for several minutes. The solids were then removed by filtration. The filtrate was dried over sodium sulfate, filtered, and concentrated ...